This data is from the Open Reaction Database (ORD), a public repository of structured organic reaction records. The task is: describe an organic reaction: reactants, conditions, products, and yield The reactants are O=C(Cl)Oc1ccccc1, ClCCCl, O=CCCc1ccccc1, c1ccncc1. The product is O=C(Oc1ccccc1)OC(Cl)CCc1ccccc1. Reaction SMILES: [Cl:1][C:2](=[O:3])[O:4][c:5]1[cH:6][cH:7][cH:8][cH:9][cH:10]1.[Cl:27][CH2:28][CH2:29][Cl:30].[c:11]1([CH2:17][CH2:18][CH:19]=[O:20])[cH:12][cH:13][cH:14][cH:15][cH:16]1.[cH:21]1[cH:22][cH:23][n:24][cH:25][cH:26]1>>[C:2](=[O:3])([O:4][c:5]1[cH:6][cH:7][cH:8][cH:9][cH:10]1)[O:20][CH:19]([CH2:18][CH2:17][c:11]1[cH:12][cH:13][cH:14][cH:15][cH:16]1)[Cl:27]. Starting materials: ClC=1N=C(NC1C=1C=C(C(=O)OC)C=CC1C)COC (methyl 3-(4-chloro-2-(methoxymethyl)-1H-imidazol-5-yl)-4-methylbenzoate), ClC=1N=C(NC1C=1C=C(C(=O)OC)C=CC1C)COC (methyl 3-(4-chloro-2-(methoxymethyl)-1H-imidazol-5-yl)-4-methylbenzoate). Solvent: Br (HBr). Reaction conditions: temperature 80 celsius, time 8 hour. The product is ClC=1N=C(NC1C=1C=C(C(=O)O)C=CC1C)CO (3-(4-Chloro-2-(hydroxymethyl)-1H-imidazol-5-yl)-4-methylbenzoic acid). The yield is 49.7%. RXN SMILES: [Cl:1][C:2]1[N:3]=[C:4]([CH2:18][O:19]C)[NH:5][C:6]=1[C:7]1[CH:8]=[C:9]([CH:14]=[CH:15][C:16]=1[CH3:17])[C:10]([O:12]C)=[O:11]>Br>[Cl:1][C:2]1[N:3]=[C:4]([CH2:18][OH:19])[NH:5][C:6]=1[C:7]1[CH:8]=[C:9]([CH:14]=[CH:15][C:16]=1[CH3:17])[C:10]([OH:12])=[O:11]. Reported procedure: Into a 50-mL round-bottom flask, was placed a solution of methyl 3-(4-chloro-2-(methoxymethyl)-1H-imidazol-5-yl)-4-methylbenzoate (compound 27.4, 380 mg, 1.29 mmol, 1.00 equiv) in HBr (40% in AcOH) (10 mL). The solution was stirred overnight at 80° C., then cooled and concentrated under reduced pressure. The crude residue was purified by prep-HPLC (WATER WITH 0.05% TFA and CH3CN (0% CH3CN in 3 min, then up to 100% for 5 min, down to 0% in 1 min); Detector, 254 & 220 nm. The fractions containing ... Starting materials: CCOC(C)=O, COc1c(C)cc(-c2[nH]c3ccc(N)cc3c2C)cc1C, Cc1ccc(S(=O)(=O)Cl)cc1, c1ccncc1. The product is COc1c(C)cc(-c2[nH]c3ccc(NS(=O)(=O)c4ccc(C)cc4)cc3c2C)cc1C. RXN SMILES: [CH3:33][CH2:34][O:35][C:36](=[O:37])[CH3:38].[NH2:1][c:2]1[cH:3][c:4]2[c:5]([CH3:21])[c:6](-[c:11]3[cH:12][c:13]([CH3:20])[c:14]([O:18][CH3:19])[c:15]([CH3:17])[cH:16]3)[nH:7][c:8]2[cH:9][cH:10]1.[c:22]1([CH3:32])[cH:23][cH:24][c:25]([S:28](=[O:29])(=[O:30])[Cl:31])[cH:26][cH:27]1.[cH:39]1[cH:40][cH:41][n:42][cH:43][cH:44]1>>[NH:1]([c:2]1[cH:3][c:4]2[c:5]([CH3:21])[c:6](-[c:11]3[cH:12][c:13]([CH3:20])[c:14]([O:18][CH3:19])[c:15]([CH3:17])[cH:16]3)[nH:7][c:8]2[cH:9][cH:10]1)[S:28]([c:25]1[cH:24][cH:23][c:22]([CH3:32])[cH:27][cH:26]1)(=[O:29])=[O:30]. The reactants are C(C1=CC=CC=C1)N1CCC(CC1)(C(=O)N)NCC1CCCCC1 (1-benzyl-4-(cyclohexylmethylamino)piperidine-4-carboxamide), COC(OC)OC (trimethoxymethane), C(C)(=O)O (acetic acid). Solvent: C1(=CC=CC=C1)C (toluene). The product is C(C1=CC=CC=C1)N1CCC2(C(N=CN2CC2CCCCC2)=O)CC1 (8-Benzyl-1-cyclohexylmethyl-1,3,8-triazaspiro[4.5]dec-2-ene-4-one). Yield: 76.5%. Reaction SMILES: [CH2:1]([N:8]1[CH2:13][CH2:12][C:11]([NH:17][CH2:18][CH:19]2[CH2:24][CH2:23][CH2:22][CH2:21][CH2:20]2)([C:14]([NH2:16])=[O:15])[CH2:10][CH2:9]1)[C:2]1[CH:7]=[CH:6][CH:5]=[CH:4][CH:3]=1.[CH3:25]OC(OC)OC.C(O)(=O)C>C1(C)C=CC=CC=1>[CH2:1]([N:8]1[CH2:9][CH2:10][C:11]2([N:17]([CH2:18][CH:19]3[CH2:24][CH2:23][CH2:22][CH2:21][CH2:20]3)[CH:25]=[N:16][C:14]2=[O:15])[CH2:12][CH2:13]1)[C:2]1[CH:7]=[CH:6][CH:5]=[CH:4][CH:3]=1. Procedure details: A stirred mixture of 1-benzyl-4-(cyclohexylmethylamino)piperidine-4-carboxamide (8 g, 24.32 mmol), 8 ml of trimethoxymethane, 2 ml of acetic acid and 65 ml of toluene was refluxed for 48 hours. The mixture was concentrated. The residue was dissolved in water, made alkaline with aqueous ammonia, and the mixture was extracted with chloroform. The extracts were dried (MgSO4) and concentrated. Recrystallization of the residue from ethyl acetate gave 6.3 g (76.5%) of crystals, mp 117°-118° C. Starting materials: NC1=CC=NC=C1 (4-aminopyridine), OCC(O)CO (Glycerol), ice, [OH-].[Na+] (sodium hydroxide), [N+](=O)([O-])C1=CC=CC=C1 (nitrobenzene), S(O)(O)(=O)=O (sulfuric acid), ice water. Solvent: O (water). Yields the product N1=CC=CC2=CN=CC=C12 (1,6-Naphthyridine). Yield: 18.0%. Reaction SMILES: O[CH2:2][CH:3]([CH2:5]O)O.[N+](C1C=CC=CC=1)([O-])=O.S(=O)(=O)(O)O.[NH2:21][C:22]1[CH:27]=[CH:26][N:25]=[CH:24][CH:23]=1.[OH-].[Na+]>O>[N:21]1[C:22]2[C:23](=[CH:24][N:25]=[CH:26][CH:27]=2)[CH:5]=[CH:3][CH:2]=1 |f:4.5|. Procedure: Glycerol (138.15 g, 1.5 mol) was added dropwise to an ice-cold mixture of "sulfo-mix" (a mixture of nitrobenzene and fuming sulfuric acid, see: Utermohlen, W. P., J. Org. Chem, 1943 8, 544). Addition of 4-aminopyridine (56.46 g, 0.6 mol) was followed by a rapid dropwise addition of water (225 ml), which caused a rise in temperature to 80°; the reaction mixture was allowed to stir until it became homogeneous, and was subsequently heated to 135° for 48 hours. It was then allowed to cool, poured in... Reactants: NC1=CC=CC2=CC=CC(=C12)N (1,8-diaminonaphthalene), S(O)(O)(=O)=O (sulphuric acid), OCC(C)=O (hydroxy acetone). Run in O (water). Reaction conditions: temperature 50 celsius, time 2 hour. Product: CC1(NC=2C=CC=C3C=CC=C(N1)C23)CO (2-Methyl-2-hydroxymethyl-2,3-dihydroperimidine). As a reaction SMILES: [NH2:1][C:2]1[C:11]2[C:6](=[CH:7][CH:8]=[CH:9][C:10]=2[NH2:12])[CH:5]=[CH:4][CH:3]=1.S(=O)(=O)(O)O.[OH:18][CH2:19][C:20](=O)[CH3:21]>O>[CH3:21][C:20]1([CH2:19][OH:18])[NH:12][C:10]2[C:11]3[C:6]([CH:7]=[CH:8][CH:9]=2)=[CH:5][CH:4]=[CH:3][C:2]=3[NH:1]1. Procedure details: A mixture of 79.1 g of 1,8-diaminonaphthalene, 57.4 g of 96% strength sulphuric acid and 700 ml of water is initially introduced into the reaction vessel at 50° C., and 57.8 g of hydroxy acetone are metered in over a period of 10 minutes. The mixture is then subsequently stirred at 50° C. for 2 hours and cooled to 0° C., and the product is isolated by filtration and dried at 70° C. in vacuo. The reactants are CC(C)(C)[O-].[K+].C1CCOC1 (KOtBu THF), Cl (HCl), C(C)OC(CCC1=CC=2C=NC(=CC2N1CC(=O)OC(C)(C)C)Cl)=O (3-(1-tert-Butoxycarbonylmethyl-6-chloro-1H-pyrrolo[3,2-c]pyridin-2-yl)-propionic acid ethyl ester). Solvent: C1CCOC1 (THF), [Cl-].[Na+].O (brine), C1CCOC1 (THF). Reaction conditions: temperature -10 celsius, time 15 minute. Yields the product ClC=1N=CC=2C=C3CCC(CN3C2C1)=O (3-chloro-7,8-dihydro-2,4-b-diaza-fluoren-6-one). RXN SMILES: CC([O-])(C)C.[K+].C1COCC1.C(OC(=O)[CH2:16][CH2:17][C:18]1[N:26]([CH2:27][C:28](OC(C)(C)C)=[O:29])[C:25]2[CH:24]=[C:23]([Cl:35])[N:22]=[CH:21][C:20]=2[CH:19]=1)C.Cl>C1COCC1.[Cl-].[Na+].O>[Cl:35][C:23]1[N:22]=[CH:21][C:20]2[CH:19]=[C:18]3[N:26]([C:25]=2[CH:24]=1)[CH2:27][C:28](=[O:29])[CH2:16][CH2:17]3 |f:0.1.2,6.7.8|. Reported procedure: A solution of 0.25 ml of 1M KOtBu THF solution and 2 mL of THF was cooled at −10° C. A solution of 3-(1-tert-Butoxycarbonylmethyl-6-chloro-1H-pyrrolo[3,2-c]pyridin-2-yl)-propionic acid ethyl ester (0.07 g) in 0.5 mL of THF was added over r min. After stirring for 15 min at −10° C., 0.3 ml of 1 N HCl and 3 mL brine were added. The mixture was extracted with 10 mL of EtOAc, and extract was dried over Na2SO4, filtered, concentrated. The residue was dissolved in 10 mL of toluene and 0.3 g of silica ... Reactants: CCOC(C)=O, S=C=Nc1cc(Cl)cc(Cl)c1, COc1ccc(NC(=O)c2ccc(OC)c(N)c2)cc1. Product: COc1ccc(NC(=O)c2ccc(OC)c(NC(=S)Nc3cc(Cl)cc(Cl)c3)c2)cc1. Reaction SMILES: [CH3:32][CH2:33][O:34][C:35](=[O:36])[CH3:37].[Cl:21][c:22]1[cH:23][c:24]([N:29]=[C:30]=[S:31])[cH:25][c:26]([Cl:28])[cH:27]1.[NH2:1][c:2]1[cH:3][c:4]([C:5](=[O:6])[NH:7][c:8]2[cH:9][cH:10][c:11]([O:14][CH3:15])[cH:12][cH:13]2)[cH:16][cH:17][c:18]1[O:19][CH3:20]>>[NH:1]([c:2]1[cH:3][c:4]([C:5](=[O:6])[NH:7][c:8]2[cH:9][cH:10][c:11]([O:14][CH3:15])[cH:12][cH:13]2)[cH:16][cH:17][c:18]1[O:19][CH3:20])[C:30]([NH:29][c:24]1[cH:23][c:22]([Cl:21])[cH:27][c:26]([Cl:28])[cH:25]1)=[S:31]. Starting materials: N1(CCC1)C=1C2=C(N=C(N1)NC1=CC(=C(C=C1)N1C=NC(=C1)Cl)OC)C(CC2)C2=CC=C(C=C2)OC(F)(F)F (4-(azetidin-1-yl)-N-(4-(4-chloro-1H-imidazol-1-yl)-3-methoxyphenyl)-7-(4-(trifluoromethoxy)phenyl)-6,7-dihydro-5H-cyclopenta[d]pyrimidin-2-amine), 101B. The solvent is CO (methanol), C(=O)=O (CO2), CO (methanol). The product is N1(CCC1)C=1C2=C(N=C(N1)NC1=CC(=C(C=C1)N1C=NC(=C1)Cl)OC)[C@H](CC2)C2=CC=C(C=C2)OC(F)(F)F ((R)-4-(Azetidin-1-yl)-N-(4-(4-chloro-1H-imidazol-1-yl)-3-methoxyphenyl)-7-(4-(trifluoromethoxy)phenyl)-6,7-dihydro-5H-cyclopenta[d]pyrimidin-2-amine). Reaction SMILES: [N:1]1([C:5]2[C:6]3[CH2:28][CH2:27][CH:26]([C:29]4[CH:34]=[CH:33][C:32]([O:35][C:36]([F:39])([F:38])[F:37])=[CH:31][CH:30]=4)[C:7]=3[N:8]=[C:9]([NH:11][C:12]3[CH:17]=[CH:16][C:15]([N:18]4[CH:22]=[C:21]([Cl:23])[N:20]=[CH:19]4)=[C:14]([O:24][CH3:25])[CH:13]=3)[N:10]=2)[CH2:4][CH2:3][CH2:2]1>C(=O)=O.CO>[N:1]1([C:5]2[C:6]3[CH2:28][CH2:27][C@H:26]([C:29]4[CH:34]=[CH:33][C:32]([O:35][C:36]([F:37])([F:38])[F:39])=[CH:31][CH:30]=4)[C:7]=3[N:8]=[C:9]([NH:11][C:12]3[CH:17]=[CH:16][C:15]([N:18]4[CH:22]=[C:21]([Cl:23])[N:20]=[CH:19]4)=[C:14]([O:24][CH3:25])[CH:13]=3)[N:10]=2)[CH2:2][CH2:3][CH2:4]1. Reported procedure: A racemic mixture of 4-(azetidin-1-yl)-N-(4-(4-chloro-1H-imidazol-1-yl)-3-methoxyphenyl)-7-(4-(trifluoromethoxy)phenyl)-6,7-dihydro-5H-cyclopenta[d]pyrimidin-2-amine (92 mg, 0.165 mmol from Example 101) was purified using chiral SFC to afford 37.6 mg of peak A (Example 101A) and 39.1 mg of peak B (Example 101B). SFC Method: Chiralpak OJ-H (4.6×250 mm, 5 μM), 30% methanol (0.1% diethylamine) in CO2, 35° C., flow rate 2.0 mL/min for 18 min, absorbance 268 nm, injection 5 μL of 2 mg/mL solution in ... The reactants are FC1=C(C(=C(C(=C1OC(=O)C1(C=C2C(=NCN2C)C=C1NC1=C(C=C(C=C1)I)F)F)F)F)F)F (5-fluoro-6-(2-fluoro-4-iodo-phenylamino)-3-methyl-3H-benzoimidazole-5-carboxylic acid pentafluorophenyl ester), FC1=C(C(=C(C(=C1OC(=O)C1(C=C2C(=NCN2C)C=C1NC1=C(C=C(C=C1)I)F)F)F)F)F)F (5-fluoro-6-(2-fluoro-4-iodo-phenylamino)-3-methyl-3H-benzoimidazole-5-carboxylic acid pentafluorophenyl ester), N (ammonia). Yield: 93.3%. Product: FC1(C=C2C(=NCN2C)C=C1NC1=C(C=C(C=C1)I)F)C(=O)N (5-Fluoro-6-(2-fluoro-4-iodo-phenylamino)-3-methyl-3H-benzoimidazole-5-carboxylic acid amide). RXN SMILES: FC1C(O[C:9]([C:11]2([F:30])[C:20]([NH:21][C:22]3[CH:27]=[CH:26][C:25]([I:28])=[CH:24][C:23]=3[F:29])=[CH:19][C:14]3=[N:15][CH2:16][N:17]([CH3:18])[C:13]3=[CH:12]2)=[O:10])=C(F)C(F)=C(F)C=1F.[NH3:35]>CN(C=O)C>[F:30][C:11]1([C:9]([NH2:35])=[O:10])[C:20]([NH:21][C:22]2[CH:27]=[CH:26][C:25]([I:28])=[CH:24][C:23]=2[F:29])=[CH:19][C:14]2=[N:15][CH2:16][N:17]([CH3:18])[C:13]2=[CH:12]1. Run in CN(C)C=O (DMF). Procedure details: A reaction vial was charged with the product of Example 1, Step J, 5-fluoro-6-(2-fluoro-4-iodo-phenylamino)-3-methyl-3H-benzoimidazole-5-carboxylic acid pentafluorophenyl ester (0.5229 g, 0.8585 mmol) and DMF (1 mL). Saturated aqueous ammonia (3 mL) was added to the solution, giving a white precipitate immediately. The mixture was stirred for 10 minutes and then was vacuum-filtered and suctioned to afford the white solid product (0.3509 g). Yield: 93.3%, mp 265–268° C. DEC. Run at time 10 minute.